This data is from the Open Reaction Database (ORD), a public repository of structured organic reaction records. The task is: describe an organic reaction: reactants, conditions, products, and yield The product is O=[N+]([O-])c1ccc(Cl)c(NC(=S)NCCCO)c1. RXN SMILES: [CH3:19][CH2:20][OH:21].[Cl:1][c:2]1[c:3]([N:11]=[C:12]=[S:13])[cH:4][c:5]([N+:8](=[O:9])[O-:10])[cH:6][cH:7]1.[NH2:14][CH2:15][CH2:16][CH2:17][OH:18]>>[Cl:1][c:2]1[c:3]([NH:11][C:12](=[S:13])[NH:14][CH2:15][CH2:16][CH2:17][OH:18])[cH:4][c:5]([N+:8](=[O:9])[O-:10])[cH:6][cH:7]1. Starting materials: CCO, O=[N+]([O-])c1ccc(Cl)c(N=C=S)c1, NCCCO.